From a dataset of the Open Reaction Database (ORD), a public repository of structured organic reaction records. describe an organic reaction: reactants, conditions, products, and yield The reactants are CCOC(=O)c1[nH]c2ccccc2c1CN(Cc1cc(C(F)(F)F)cc(C(F)(F)F)c1)c1nnn(C)n1, CCI, [H-], [Na+], CN(C)C=O. The product is CCOC(=O)c1c(CN(Cc2cc(C(F)(F)F)cc(C(F)(F)F)c2)c2nnn(C)n2)c2ccccc2n1CC. RXN SMILES: [CH2:3]([CH3:4])[O:5][C:6](=[O:7])[c:8]1[nH:9][c:10]2[cH:11][cH:12][cH:13][cH:14][c:15]2[c:16]1[CH2:17][N:18]([c:19]1[n:20][n:21][n:22]([CH3:24])[n:23]1)[CH2:25][c:26]1[cH:27][c:28]([C:36]([F:37])([F:38])[F:39])[cH:29][c:30]([C:32]([F:33])([F:34])[F:35])[cH:31]1.[CH2:40]([CH3:41])[I:42].[H-:2].[Na+:1].[O:43]=[CH:44][N:45]([CH3:46])[CH3:47]>>[CH2:3]([CH3:4])[O:5][C:6](=[O:7])[c:8]1[n:9]([CH2:40][CH3:41])[c:10]2[cH:11][cH:12][cH:13][cH:14][c:15]2[c:16]1[CH2:17][N:18]([c:19]1[n:20][n:21][n:22]([CH3:24])[n:23]1)[CH2:25][c:26]1[cH:27][c:28]([C:36]([F:37])([F:38])[F:39])[cH:29][c:30]([C:32]([F:33])([F:34])[F:35])[cH:31]1. Starting materials: ClC1=NC(=NC(=C1[N+](=O)[O-])Cl)NC(C(C)C)=O (N-(4,6-Dichloro-5-nitro-2-pyrimidinyl)isobutyramide), CCO (EtOH). The reagents and catalysts are [Ni] (Raney nickel). Reaction conditions: time 10 minute. Yields the product ClC1=NC(=NC(=C1NC=O)Cl)NC(C(C)C)=O (N-(4,6-Dichloro-5-formamido-2-pyrimidinyl)isobutyramide). Yield: 73.0%. Reaction SMILES: [Cl:1][C:2]1[C:7]([N+:8]([O-])=O)=[C:6]([Cl:11])[N:5]=[C:4]([NH:12][C:13](=[O:17])[CH:14]([CH3:16])[CH3:15])[N:3]=1.C[CH2:19][OH:20]>[Ni]>[Cl:1][C:2]1[C:7]([NH:8][CH:19]=[O:20])=[C:6]([Cl:11])[N:5]=[C:4]([NH:12][C:13](=[O:17])[CH:14]([CH3:16])[CH3:15])[N:3]=1. Reported procedure: The title compound of Example 24 (6.77 g, 24.26 mmol) was placed in a Parr bottle containing 220 ml absolute EtOH and 10.0 g (wet) Raney nickel catalyst that had been previously shaken under hydrogen (40 psi) for 10 minutes. The mixture was shaken under hydrogen (40 psi) for an hour, filtered over celite, and the filtrate was concentrated to a yellow-white solid that was dried under vacuum overnight. This solid was stirred in 1,2-dichloroethane (250 ml) at 0° C. Acetic anhydride (30 ml) was adde... The reactants are [N+](=O)([O-])C=1C=C(CN)C=CC1 (3-nitrobenzylamine), ClC=1N=C(C2=C(N1)SC(=C2)C(F)(F)F)Cl (2,4-dichloro-6-trifluoromethyl-thieno-[2,3-d]-pyrimidine). Product: ClC=1N=C(C2=C(N1)SC(=C2)C(F)(F)F)NCC2=CC(=CC=C2)[N+](=O)[O-] (2-chloro-6-trifluoromethyl-4-(3-nitrobenzylamino)-thieno-[2,3-d]-pyrimidine). Reported procedure: Following the procedure of Example 1, the reaction of 3-nitrobenzylamine with 2,4-dichloro-6-trifluoromethyl-thieno-[2,3-d]-pyrimidine yields 2-chloro-6-trifluoromethyl-4-(3-nitrobenzylamino)-thieno-[2,3-d]-pyrimidine. RXN SMILES: [N+:1]([C:4]1[CH:5]=[C:6]([CH:9]=[CH:10][CH:11]=1)[CH2:7][NH2:8])([O-:3])=[O:2].[Cl:12][C:13]1[N:14]=[C:15](Cl)[C:16]2[CH:21]=[C:20]([C:22]([F:25])([F:24])[F:23])[S:19][C:17]=2[N:18]=1>>[Cl:12][C:13]1[N:14]=[C:15]([NH:8][CH2:7][C:6]2[CH:9]=[CH:10][CH:11]=[C:4]([N+:1]([O-:3])=[O:2])[CH:5]=2)[C:16]2[CH:21]=[C:20]([C:22]([F:24])([F:25])[F:23])[S:19][C:17]=2[N:18]=1. As a reaction SMILES: [H-].[K+].[C:3]([O:7][C:8]([N:10]1[C:19]2[C:14](=[CH:15][CH:16]=[CH:17][CH:18]=2)[CH2:13][CH:12]([CH2:20][OH:21])[CH2:11]1)=[O:9])([CH3:6])([CH3:5])[CH3:4].[CH2:22](Br)[CH:23]=[CH2:24]>O1CCCC1>[C:3]([O:7][C:8]([N:10]1[C:19]2[C:14](=[CH:15][CH:16]=[CH:17][CH:18]=2)[CH2:13][CH:12]([CH2:20][O:21][CH2:24][CH:23]=[CH2:22])[CH2:11]1)=[O:9])([CH3:6])([CH3:5])[CH3:4] |f:0.1|. Reported procedure: 0.5 g of a potassium hydride suspension (20% in oil) is added to a solution of 0.6 g of 1-tert-butoxycarbonyl-3(R,S)-hydroxymethyl-1,2,3,4-tetrahydroquinoline in 7 ml of tetrahydrofuran at 0° C., the mixture is stirred for 30 min and 0.58 ml of allyl bromide is then added. After the mixture has been stirred at 0° C. for 45 min, it is worked up in the customary manner and the crude product is purified over 50 g of silica gel (mobile phase F). 1-Tert-butoxycarbonyl-3(R,S)-allyloxymethyl-1,2,3,4-te... The product is C(C)(C)(C)OC(=O)N1CC(CC2=CC=CC=C12)COCC=C (1-Tert-butoxycarbonyl-3(R,S)-allyloxymethyl-1,2,3,4-tetrahydroquinoline), ( F ). Starting materials: [H-].[K+] (potassium hydride), C(C)(C)(C)OC(=O)N1CC(CC2=CC=CC=C12)CO (1-tert-butoxycarbonyl-3(R,S)-hydroxymethyl-1,2,3,4-tetrahydroquinoline), C(C=C)Br (allyl bromide). Run at time 30 minute. Solvent: O1CCCC1 (tetrahydrofuran).